Dataset: the Open Reaction Database (ORD), a public repository of structured organic reaction records. Task: describe an organic reaction: reactants, conditions, products, and yield Starting materials: BrCC=1C=C2C=CC(N(C2=CC1)C)=O (6-bromomethyl-1-methyl-1,2-dihydroquinolin-2-one), C(=O)C1(CCOCC1)C1=CC(=CC=C1)O (4-formyl-4-(3-hydroxyphenyl)tetrahydropyran). Product: C(=O)C1(CCOCC1)C1=CC(=CC=C1)OCC=1C=C2C=CC(N(C2=CC1)C)=O (4-formyl-4-[3-(1-methyl-2-oxo-1,2-dihydroquinolin-6-ylmethoxy)phenyl]tetrahydropyran). Isolated yield 45.0%. RXN SMILES: Br[CH2:2][C:3]1[CH:4]=[C:5]2[C:10](=[CH:11][CH:12]=1)[N:9]([CH3:13])[C:8](=[O:14])[CH:7]=[CH:6]2.[CH:15]([C:17]1([C:23]2[CH:28]=[CH:27][CH:26]=[C:25]([OH:29])[CH:24]=2)[CH2:22][CH2:21][O:20][CH2:19][CH2:18]1)=[O:16]>>[CH:15]([C:17]1([C:23]2[CH:28]=[CH:27][CH:26]=[C:25]([O:29][CH2:2][C:3]3[CH:4]=[C:5]4[C:10](=[CH:11][CH:12]=3)[N:9]([CH3:13])[C:8](=[O:14])[CH:7]=[CH:6]4)[CH:24]=2)[CH2:22][CH2:21][O:20][CH2:19][CH2:18]1)=[O:16]. Reported procedure: Using a similar procedure to that described in Example 14, 6-bromomethyl-1-methyl-1,2-dihydroquinolin-2-one was reacted with 4-formyl-4-(3-hydroxyphenyl)tetrahydropyran to give 4-formyl-4-[3-(1-methyl-2-oxo-1,2-dihydroquinolin-6-ylmethoxy)phenyl]tetrahydropyran in 45% yield as a glassy solid. Reactants: CC(C)(C)OC(=O)N1CCNCC1, O=C(NC(Cc1ccc(O)cc1)C(=O)O)OCc1ccccc1, ClCCl, CCOC(C)=O, C(=NC1CCCCC1)=NC1CCCCC1. The product is CC(C)(C)OC(=O)N1CCN(C(=O)C(Cc2ccc(O)cc2)NC(=O)OCc2ccccc2)CC1. Reaction SMILES: [C:24]([CH3:25])([CH3:26])([CH3:27])[O:28][C:29](=[O:30])[N:31]1[CH2:32][CH2:33][NH:34][CH2:35][CH2:36]1.[CH2:1]([c:2]1[cH:3][cH:4][cH:5][cH:6][cH:7]1)[O:8][C:9](=[O:10])[NH:11][CH:12]([CH2:13][c:14]1[cH:15][cH:16][c:17]([OH:20])[cH:18][cH:19]1)[C:21](=[O:22])[OH:23].[CH2:52]([Cl:53])[Cl:54].[CH3:55][CH2:56][O:57][C:58](=[O:59])[CH3:60].[CH:37]1([N:38]=[C:39]=[N:40][CH:41]2[CH2:42][CH2:43][CH2:44][CH2:45][CH2:46]2)[CH2:47][CH2:48][CH2:49][CH2:50][CH2:51]1>>[CH2:1]([c:2]1[cH:3][cH:4][cH:5][cH:6][cH:7]1)[O:8][C:9](=[O:10])[NH:11][CH:12]([CH2:13][c:14]1[cH:15][cH:16][c:17]([OH:20])[cH:18][cH:19]1)[C:21](=[O:23])[N:34]1[CH2:33][CH2:32][N:31]([C:29]([O:28][C:24]([CH3:25])([CH3:26])[CH3:27])=[O:30])[CH2:36][CH2:35]1. The reactants are C(C)(C)OC(C)C (isopropyl ether), [Na] (sodium), C(C)(=O)OCC1=C(N2C(C(C2SC1)NC(CC=1SC(SC1)=O)=O)=O)C(=O)O (3-acetoxymethyl-2-carboxy-8-oxo-7-[(1,3-dithiol-2-on-4-yl)-acetamido]-5-thia-1-aza-bicyclo[4.2.0]oct-2-ene), [S-]C#N.[K+] (Potassium thiocyanate), C([O-])(O)=O.[Na+] (sodium bicarbonate), CN1NC(N=N1)=S (2-methyl-5-thioxo-1,2,3,4-tetrazoline), Cl (hydrochloric acid). The solvent is O (water), O1CCCC1 (tetrahydrofuran), O (water). Reaction conditions: temperature 60 celsius. Product: C(=O)(O)C=1N2C(C(C2SCC1CSC=1N=NN(N1)C)NC(CC=1SC(SC1)=O)=O)=O (2-Carboxy-3[(2-methyl-1,2,3,4-tetrazol-5-yl)-thiomethyl]-8-oxo-7-[(1,3-dithiol-2-on-4-yl)-acetamido]-5-thia-1-aza-bicyclo[4.2.0]oct-2-ene). The yield is 74.0%. RXN SMILES: [Na].C(O[CH2:6][C:7]1[CH2:14][S:13][CH:12]2[N:9]([C:10](=[O:25])[CH:11]2[NH:15][C:16](=[O:24])[CH2:17][C:18]2[S:19][C:20](=[O:23])[S:21][CH:22]=2)[C:8]=1[C:26]([OH:28])=[O:27])(=O)C.[S-]C#N.[K+].C(=O)(O)[O-].[Na+].[CH3:38][N:39]1[N:43]=[N:42][C:41](=[S:44])[NH:40]1.Cl.C(OC(C)C)(C)C>O.O1CCCC1>[C:26]([C:8]1[N:9]2[CH:12]([S:13][CH2:14][C:7]=1[CH2:6][S:44][C:41]1[N:42]=[N:43][N:39]([CH3:38])[N:40]=1)[CH:11]([NH:15][C:16](=[O:24])[CH2:17][C:18]1[S:19][C:20](=[O:23])[S:21][CH:22]=1)[C:10]2=[O:25])([OH:28])=[O:27] |f:2.3,4.5,^1:0|. Reported procedure: The sodium salt of 3-acetoxymethyl-2-carboxy-8-oxo-7-[(1,3-dithiol-2-on-4-yl)-acetamido]-5-thia-1-aza-bicyclo[4.2.0]oct-2-ene (6.1 g.) is dissolved in water (20 cc.). Potassium thiocyanate (26.6 g.), sodium bicarbonate (1.38 g.) and 2-methyl-5-thioxo-1,2,3,4-tetrazoline (1.9 g.) are added to this solution and the mixture is heated to 60° C. for 5 hours. After cooling, the reaction mixture is diluted with water (100 cc.), acidified to pH 5.8 by adding 4 N hydrochloric acid and washed with ethyl a... Reactants: CC(C)[N-]C(C)C, [Li+], O=C1C2CC3CC(C2)CC1C3, C1CCOC1, O, N#Cc1ccc(Cc2nc[nH]n2)cc1. Yields the product N#Cc1ccc(C(c2nc[nH]n2)C2(O)C3CC4CC(C3)CC2C4)cc1. RXN SMILES: [CH:15]([N-:16][CH:17]([CH3:18])[CH3:19])([CH3:20])[CH3:21].[Li+:22].[O:23]=[C:24]1[CH:25]2[CH2:26][CH:27]3[CH2:28][CH:29]([CH2:30]2)[CH2:31][CH:32]1[CH2:33]3.[O:35]1[CH2:36][CH2:37][CH2:38][CH2:39]1.[OH2:34].[nH:1]1[n:2][c:3]([CH2:6][c:7]2[cH:8][cH:9][c:10]([C:11]#[N:12])[cH:13][cH:14]2)[n:4][cH:5]1>>[nH:1]1[n:2][c:3]([CH:6]([c:7]2[cH:8][cH:9][c:10]([C:11]#[N:12])[cH:13][cH:14]2)[C:24]2([OH:23])[CH:25]3[CH2:26][CH:27]4[CH2:28][CH:29]([CH2:30]3)[CH2:31][CH:32]2[CH2:33]4)[n:4][cH:5]1. The reactants are CC#N, CCN(C(C)C)C(C)C, Cl, O=C(Cl)c1ccc(C(F)(F)F)cc1, Cc1nc2cccc(CN)c2c(=O)n1C1CCC(=O)NC1=O. Yields the product Cc1nc2cccc(CNC(=O)c3ccc(C(F)(F)F)cc3)c2c(=O)n1C1CCC(=O)NC1=O. As a reaction SMILES: [CH3:46][C:47]#[N:48].[CH:37]([N:38]([CH2:39][CH3:40])[CH:41]([CH3:42])[CH3:43])([CH3:44])[CH3:45].[ClH:1].[F:24][C:25]([c:26]1[cH:27][cH:28][c:29]([C:30](=[O:31])[Cl:32])[cH:33][cH:34]1)([F:35])[F:36].[NH2:2][CH2:3][c:4]1[c:5]2[c:6](=[O:23])[n:7]([CH:15]3[C:16](=[O:22])[NH:17][C:18](=[O:21])[CH2:19][CH2:20]3)[c:8]([CH3:14])[n:9][c:10]2[cH:11][cH:12][cH:13]1>>[NH:2]([CH2:3][c:4]1[c:5]2[c:6](=[O:23])[n:7]([CH:15]3[C:16](=[O:22])[NH:17][C:18](=[O:21])[CH2:19][CH2:20]3)[c:8]([CH3:14])[n:9][c:10]2[cH:11][cH:12][cH:13]1)[C:30]([c:29]1[cH:28][cH:27][c:26]([C:25]([F:24])([F:35])[F:36])[cH:34][cH:33]1)=[O:31]. Reactants: O=S(=O)(O)CCCCBr, [Na], O=S(Cl)Cl. Yields the product O=S(=O)(Cl)CCCCBr. Reaction SMILES: [Br:2][CH2:3][CH2:4][CH2:5][CH2:6][S:7](=[O:8])(=[O:9])[OH:10].[Na:1].[S:11]([Cl:12])([Cl:13])=[O:14]>>[Br:2][CH2:3][CH2:4][CH2:5][CH2:6][S:7](=[O:8])(=[O:10])[Cl:13].